Dataset: the Open Reaction Database (ORD), a public repository of structured organic reaction records. Task: describe an organic reaction: reactants, conditions, products, and yield Starting materials: COc1cc2c(C#N)cnc(Br)c2cc1OC, ClCCl, CN(C)c1ccc(C=O)c2ccccc12, Cn1cc[n+](C)c1, CCOC(C)=O, [H-], [I-], [Na+], CN(C)C=O, O. Product: COc1cc2c(C#N)cnc(C(=O)c3ccc(N(C)C)c4ccccc34)c2cc1OC. RXN SMILES: [Br:3][c:4]1[n:5][cH:6][c:7]([C:18]#[N:19])[c:8]2[cH:9][c:10]([O:16][CH3:17])[c:11]([O:14][CH3:15])[cH:12][c:13]12.[CH2:48]([Cl:49])[Cl:50].[CH3:20][N:21]([c:22]1[cH:23][cH:24][c:25]([CH:32]=[O:33])[c:26]2[cH:27][cH:28][cH:29][cH:30][c:31]12)[CH3:34].[CH3:36][n:37]1[cH:38][n+:39]([CH3:40])[cH:41][cH:42]1.[CH3:51][CH2:52][O:53][C:54]([CH3:55])=[O:56].[H-:1].[I-:35].[Na+:2].[O:43]=[CH:44][N:45]([CH3:46])[CH3:47].[OH2:57]>>[c:4]1([C:32]([c:25]2[cH:24][cH:23][c:22]([N:21]([CH3:20])[CH3:34])[c:31]3[c:26]2[cH:27][cH:28][cH:29][cH:30]3)=[O:33])[n:5][cH:6][c:7]([C:18]#[N:19])[c:8]2[cH:9][c:10]([O:16][CH3:17])[c:11]([O:14][CH3:15])[cH:12][c:13]12. The reactants are 1e, FC([C@@H]1CC[C@H](CC1)NC(C1=CC=C(C(=C1C12CNCC2C1)N)NC)=O)(F)F (N-(trans-4-trifluoromethyl-cyclohexyl)-6-[3-aza-bicyclo[3.1.0]hex-1-yl]-4-methylamino-5-amino-benzoic acid amide), C(C)(C)(C)OC(NCC1=C(C(=C(C=C1)Cl)N=C=S)Cl)=O ((2,4-dichloro-3-isothiocyanato-benzyl)-carbamic acid tert.-butyl ester), C(C)(C)(C)OC(NCC1=C(C(=C(C=C1)Cl)N=C=S)Cl)=O ((2,4-dichloro-3-isothiocyanato-benzyl)-carbamic acid tert.-butyl ester), CC(N=C=NC(C)C)C (DIC). Solvent: CC#N (MeCN). The product is FC([C@@H]1CC[C@H](CC1)NC(=O)C1=CC2=C(N(C(=N2)NC2=C(C(=CC=C2Cl)CNC(=O)OC(C)(C)C)Cl)C)C=C1C12CNCC2C1)(F)F (N-(trans-4-Trifluoromethyl-cyclohexyl)-2-{2,6-dichloro-3-[(tert.-butoxycarbonylamino)-methyl]-phenylamino}-6-[3-aza-bicyclo[3.1.0]hex-1-yl]-1-methyl-1H-benzimidazole-5-carboxylic acid amide). As a reaction SMILES: [F:1][C:2]([F:28])([F:27])[C@H:3]1[CH2:8][CH2:7][C@H:6]([NH:9][C:10](=[O:26])[C:11]2[C:16]([C:17]34[CH2:22][CH:21]3[CH2:20][NH:19][CH2:18]4)=[C:15](N)[C:14]([NH:24][CH3:25])=[CH:13][CH:12]=2)[CH2:5][CH2:4]1.[C:29]([O:33][C:34](=[O:48])[NH:35][CH2:36][C:37]1[CH:42]=[CH:41][C:40]([Cl:43])=[C:39]([N:44]=[C:45]=S)[C:38]=1[Cl:47])([CH3:32])([CH3:31])[CH3:30].CC(C)[N:51]=C=NC(C)C>CC#N>[F:1][C:2]([F:28])([F:27])[C@H:3]1[CH2:8][CH2:7][C@H:6]([NH:9][C:10]([C:11]2[C:16]([C:17]34[CH2:22][CH:21]3[CH2:20][NH:19][CH2:18]4)=[CH:15][C:14]3[N:24]([CH3:25])[C:45]([NH:44][C:39]4[C:40]([Cl:43])=[CH:41][CH:42]=[C:37]([CH2:36][NH:35][C:34]([O:33][C:29]([CH3:32])([CH3:31])[CH3:30])=[O:48])[C:38]=4[Cl:47])=[N:51][C:13]=3[CH:12]=2)=[O:26])[CH2:5][CH2:4]1. Procedure details: The title compound is prepared in analogy to 1e from N-(trans-4-trifluoromethyl-cyclohexyl)-6-[3-aza-bicyclo[3.1.0]hex-1-yl]-4-methylamino-5-amino-benzoic acid amide (3.2 g, 8.0 mmol), (2,4-dichloro-3-isothiocyanato-benzyl)-carbamic acid tert.-butyl ester (compound B; 2.69 g, 8.0 mmol), DIC (1.25 mL) and MeCN (30 mL). Starting materials: Cl (hydrogen chloride), C(C1=CC=CC=C1)N(C1=CC=C2C(=N1)NC=C2C2=C(C=NN2)C2=CC=CC=C2)CCO[Si](C)(C)C(C)(C)C (N-benzyl-N-(2-((tert-butyldimethylsilyl)oxy)ethyl)-3-(4-phenyl-1H-pyrazol-5-yl)-1H-pyrrolo[2,3-b]pyridin-6-amine). The product is Cl.Cl.C(C1=CC=CC=C1)N(CCO)C1=CC=C2C(=N1)NC=C2C=2NN=CC2C2=CC=CC=C2 (2-{benzyl-[3-(4-phenyl-2H-pyrazol-3-yl)-1H-pyrrolo[2,3-b]pyridin-6-yl]-amino}ethanol dihydrochloride). As a reaction SMILES: [ClH:1].[CH2:2]([N:9]([CH2:30][CH2:31][O:32][Si](C(C)(C)C)(C)C)[C:10]1[N:15]=[C:14]2[NH:16][CH:17]=[C:18]([C:19]3[NH:23][N:22]=[CH:21][C:20]=3[C:24]3[CH:29]=[CH:28][CH:27]=[CH:26][CH:25]=3)[C:13]2=[CH:12][CH:11]=1)[C:3]1[CH:8]=[CH:7][CH:6]=[CH:5][CH:4]=1>>[ClH:1].[ClH:1].[CH2:2]([N:9]([C:10]1[N:15]=[C:14]2[NH:16][CH:17]=[C:18]([C:19]3[NH:23][N:22]=[CH:21][C:20]=3[C:24]3[CH:29]=[CH:28][CH:27]=[CH:26][CH:25]=3)[C:13]2=[CH:12][CH:11]=1)[CH2:30][CH2:31][OH:32])[C:3]1[CH:4]=[CH:5][CH:6]=[CH:7][CH:8]=1 |f:2.3.4|. Procedure details: The title compound was synthesized by the hydrogen chloride mediated deprotection of N-benzyl-N-(2-((tert-butyldimethylsilyl)oxy)ethyl)-3-(4-phenyl-1H-pyrazol-5-yl)-1H-pyrrolo[2,3-b]pyridin-6-amine as described in Step 2 of Example 5. Purification by preparative TLC then preparative HPLC, followed by salt formation with 2N HCl/MeOH and final isolation by lyophilization from water afforded 2-{benzyl-[3-(4-phenyl-2H-pyrazol-3-yl)-1H-pyrrolo[2,3-b]pyridin-6-yl]-amino}ethanol dihydrochloride in 10% ...